From a dataset of the Open Reaction Database (ORD), a public repository of structured organic reaction records. describe an organic reaction: reactants, conditions, products, and yield Reactants: Cl (Hydrogen chloride), N1=CC=CC=2OCCC3=C(C21)SC(=C3)C3=CC=C(CNC(OC(C)(C)C)=O)C=C3 (tert-butyl 4-(6,7-dihydropyrido[3,2-b]thieno[2,3-d]oxepin-9-yl)benzylcarbamate). The solvent is O1CCOCC1 (dioxane), C(Cl)Cl (methylene chloride). Reaction conditions: time 2 hour. Product: N1=CC=CC=2OCCC3=C(C21)SC(=C3)C=3C=CC(=CC3)CN (5-(6,7-dihydropyrido[3,2-b]thieno[2,3-d]oxepin-9-yl)benzen-2-methylamine). The yield is 68.9%. Reaction SMILES: Cl.[N:2]1[C:12]2[C:11]3[S:13][C:14]([C:16]4[CH:30]=[CH:29][C:19]([CH2:20][NH:21]C(=O)OC(C)(C)C)=[CH:18][CH:17]=4)=[CH:15][C:10]=3[CH2:9][CH2:8][O:7][C:6]=2[CH:5]=[CH:4][CH:3]=1>O1CCOCC1.C(Cl)Cl>[N:2]1[C:12]2[C:11]3[S:13][C:14]([C:16]4[CH:30]=[CH:29][C:19]([CH2:20][NH2:21])=[CH:18][CH:17]=4)=[CH:15][C:10]=3[CH2:9][CH2:8][O:7][C:6]=2[CH:5]=[CH:4][CH:3]=1. Procedure: Following Scheme 5,2-bromo-6,7-dihydropyrido[3,2-b]thieno[2,3-d]oxepine and 4-(N-Boc-aminomethyl)-phenylboronic acid were reacted to give tert-butyl 4-(6,7-dihydropyrido[3,2-b]thieno[2,3-d]oxepin-9-yl)benzylcarbamate. MS: (ESI+)=409.1. Hydrogen chloride in dioxane (4 ml, 4 N) was added to a solution of 67 mg (0.16 mmol) of tert-butyl 4-(6,7-dihydropyrido[3,2-b]thieno[2,3-d]oxepin-9-yl)benzylcarbamate in 6 ml of methylene chloride and the mixture was stirred for 2 hours. The precipitate was colle... Starting materials: CC(C)(Cl)C(=O)c1ccc(C(Br)c2ccc(C(=O)C(C)(C)Cl)cc2)cc1, CC(C)(Cl)C(=O)c1ccc(C(Br)(Br)c2ccc(C(=O)C(C)(C)Cl)cc2)cc1. Product: CC(C)(Cl)C(=O)c1ccc(C(=O)c2ccc(C(=O)C(C)(C)Cl)cc2)cc1. As a reaction SMILES: [Cl:1][C:2]([C:3](=[O:4])[c:5]1[cH:6][cH:7][c:8]([CH:11]([Br:12])[c:13]2[cH:14][cH:15][c:16]([C:19]([C:20]([CH3:21])([Cl:22])[CH3:23])=[O:24])[cH:17][cH:18]2)[cH:9][cH:10]1)([CH3:25])[CH3:26].[Cl:27][C:28]([CH3:29])([CH3:31])[C:32](=[O:30])[c:33]1[cH:34][cH:35][c:36]([C:37]([c:38]2[cH:39][cH:40][c:41]([C:42](=[O:43])[C:44]([CH3:45])([Cl:46])[CH3:47])[cH:48][cH:49]2)([Br:50])[Br:51])[cH:52][cH:53]1>>[Cl:1][C:2]([C:3](=[O:4])[c:5]1[cH:6][cH:7][c:8]([C:11]([c:13]2[cH:14][cH:15][c:16]([C:19]([C:20]([CH3:21])([Cl:22])[CH3:23])=[O:24])[cH:17][cH:18]2)=[O:30])[cH:9][cH:10]1)([CH3:25])[CH3:26]. Reaction SMILES: [OH-].[Na+].F[C:4]1[CH:9]=[C:8]([C:10]2[C:15]([CH3:16])=[CH:14][N:13]=[C:12]([O:17][CH3:18])[C:11]=2[CH3:19])[CH:7]=[CH:6][C:5]=1[C:20]1[N:24]([C@H:25]2[CH2:29][CH2:28][O:27][CH2:26]2)[N:23]=[CH:22][C:21]=1[C:30]([NH2:32])=[O:31].O.C(O)(=O)C>CS(C)=O>[CH3:18][O:17][C:12]1[C:11]([CH3:19])=[C:10]([C:8]2[CH:9]=[CH:4][C:5]3[C:20]4[N:24]([C@H:25]5[CH2:29][CH2:28][O:27][CH2:26]5)[N:23]=[CH:22][C:21]=4[C:30](=[O:31])[NH:32][C:6]=3[CH:7]=2)[C:15]([CH3:16])=[CH:14][N:13]=1 |f:0.1|. The product is COC1=NC=C(C(=C1C)C=1C=CC=2C3=C(C(NC2C1)=O)C=NN3[C@@H]3COCC3)C ((S)-7-(2-methoxy-3,5-dimethylpyridin-4-yl)-1-(tetrahydrofuran-3-yl)-1H-pyrazolo[4,3-c]quinolin-4(5H)-one). Isolated yield 96.1%. The solvent is CS(=O)C (DMSO). Reactants: C(C)(=O)O (acetic acid), [OH-].[Na+] (Sodium hydroxide), FC1=C(C=CC(=C1)C1=C(C(=NC=C1C)OC)C)C1=C(C=NN1[C@@H]1COCC1)C(=O)N (5-[2-fluoro-4-(2-methoxy-3,5-dimethylpyridin-4-yl)phenyl]-1-[(S)-tetrahydrofuran-3-yl]-1H-pyrazole-4-carboxamide), O (water). Run at time 50 minute. Procedure details: Sodium hydroxide powder (9.43 g) was added at one time to a solution of 5-[2-fluoro-4-(2-methoxy-3,5-dimethylpyridin-4-yl)phenyl]-1-[(S)-tetrahydrofuran-3-yl]-1H-pyrazole-4-carboxamide (37.2 g) in DMSO (186 mL) at room temperature. The reaction mixture was stirred at the same temperature for 50 minutes and then at 70° C. for 45 minutes. Under water-cooling, water (600 mL) was added dropwise to the reaction mixture, and then acetic acid (13.5 mL) was added dropwise. The precipitated powder was co... Reactants: BrC1=CC=C(C=C1)[C@H](C)N ((S)-1-(4-bromo-phenyl)-ethyl amine), BrC1=CC=C(C=C1)[C@H](C)N1C(OC(CCC1)(C1=CC=CC=C1)CC(=C)C)=O (3-((1S)-1-(4-bromophenyl)ethyl)-7-(2-methylallyl)-7-phenyl-1,3-oxazepan-2-one), C(=O)([O-])[O-].[K+].[K+] (K2CO3). The solvent is CC#N (CH3CN). Yields the product BrC1=CC=C(C=C1)[C@H](C)NCCCC(CC(=C)C)(O)C1=CC=CC=C1 (7-((1S)-1-(4-bromophenyl)ethylamino)-2-methyl-4-phenylhept-1-en-4-ol). The yield is 30.4%. As a reaction SMILES: BrC1C=CC([C@@H](N)C)=CC=1.[Br:11][C:12]1[CH:17]=[CH:16][C:15]([C@@H:18]([N:20]2[CH2:26][CH2:25][CH2:24][C:23]([CH2:33][C:34]([CH3:36])=[CH2:35])([C:27]3[CH:32]=[CH:31][CH:30]=[CH:29][CH:28]=3)[O:22]C2=O)[CH3:19])=[CH:14][CH:13]=1.C([O-])([O-])=O.[K+].[K+]>CC#N>[Br:11][C:12]1[CH:13]=[CH:14][C:15]([C@@H:18]([NH:20][CH2:26][CH2:25][CH2:24][C:23]([C:27]2[CH:28]=[CH:29][CH:30]=[CH:31][CH:32]=2)([OH:22])[CH2:33][C:34]([CH3:36])=[CH2:35])[CH3:19])=[CH:16][CH:17]=1 |f:2.3.4|. Procedure details: To a solution of (S)-1-(4-bromo-phenyl)-ethyl amine (3.58 g, 0.018 mol) in dry CH3CN (350 mL) was added 3-((1S)-1-(4-bromophenyl)ethyl)-7-(2-methylallyl)-7-phenyl-1,3-oxazepan-2-one (4.2 g, 0.018 mol), KI (3.19 g, 0.019 mol), and K2CO3 (3.73 g, 0.027 mol). The mixture was stirred at reflux overnight, filtered, and concentrated to give the crude product, which was purified by column chromatography to give 7-((1S)-1-(4-bromophenyl)ethylamino)-2-methyl-4-phenylhept-1-en-4-ol (2.2 g, 30%) as an oil. The product is ClC1=C(C=CC=C1)C1=NN(C2=CC(=CC=C12)C(=O)OC)C(C)C (Methyl 3-(2-chlorophenyl)-1-isopropyl-1H-indazole-6-carboxylate). Reaction SMILES: Br[C:2]1[C:10]2[C:5](=[CH:6][C:7]([C:11]([O:13][CH3:14])=[O:12])=[CH:8][CH:9]=2)[N:4]([CH:15]([CH3:17])[CH3:16])[N:3]=1.[Cl:18][C:19]1[CH:24]=[CH:23][CH:22]=[CH:21][C:20]=1B(O)O.C(=O)([O-])[O-]>[Cu]Cl.C1(P(C2C=CC=CC=2)[C-]2C=CC=C2)C=CC=CC=1.[C-]1(P(C2C=CC=CC=2)C2C=CC=CC=2)C=CC=C1.[Fe+2].C([O-])(=O)C.[Pd+2].C([O-])(=O)C.CN(C)C=O>[Cl:18][C:19]1[CH:24]=[CH:23][CH:22]=[CH:21][C:20]=1[C:2]1[C:10]2[C:5](=[CH:6][C:7]([C:11]([O:13][CH3:14])=[O:12])=[CH:8][CH:9]=2)[N:4]([CH:15]([CH3:17])[CH3:16])[N:3]=1 |f:4.5.6,7.8.9|. Reported procedure: To a mixture of methyl 3-bromo-1-isopropyl-1H-indazole-6-carboxylate (0.32 g, 1.08 mmol), 2-chlorophenylboronic acid (0.51 g, 3.29 mmol), cessium carbonate (1.15 g, 3.52 mmol), copper(I) chloride (0.11 g, 1.09 mmol), 1,1′-bis(diphenylphosphino)ferrocene (61.1 mg, 0.11 mmol) and palladium(II) acetate (12.6 mg, 0.06 mmol) under argon was added N,N-dimethylformamide (4.3 mL). The mixture was stirred in a sealed tube at 90° C. for 18 h. After 18 h, the mixture was cooled to ambient temperature and q... Run in CN(C=O)C (N,N-dimethylformamide). The reactants are BrC1=NN(C2=CC(=CC=C12)C(=O)OC)C(C)C (methyl 3-bromo-1-isopropyl-1H-indazole-6-carboxylate), ClC1=C(C=CC=C1)B(O)O (2-chlorophenylboronic acid), C([O-])([O-])=O (carbonate). Isolated yield 31.0%. Conditions: temperature 90 celsius, time 18 hour. The reagents and catalysts are [Cu]Cl (copper(I) chloride), C1(=CC=CC=C1)P([C-]1C=CC=C1)C1=CC=CC=C1.[C-]1(C=CC=C1)P(C1=CC=CC=C1)C1=CC=CC=C1.[Fe+2] (1,1′-bis(diphenylphosphino)ferrocene), C(C)(=O)[O-].[Pd+2].C(C)(=O)[O-] (palladium(II) acetate). Reactants: ON=C(CC)N (1-hydroxyimino-l-propylamine), ClC(C)Cl (Dichloroethane), S(=O)(Cl)Cl (thionyl chloride), CC1=C(OCC2=C(C=CC=C2)C(C(=O)O)=NOC)C=C(C=C1)C (2-(2,5-dimethylphenoxymethyl)-α-methoxyiminophenylacetic acid). Run in CCOCC (ether), N1=CC=CC=C1 (pyridine), CN(C=O)C (dimethylformamide). The product is CON=C(C1=C(C=CC=C1)COC1=C(C=CC(=C1)C)C)C1=NC(=NO1)CC (2-(2,5-dimethylphenoxymethyl)phenyl 3-ethyl-1,2,4-oxadiazol-5-yl ketone O-methyloxime). Isolated yield 34.5%. As a reaction SMILES: ClC(Cl)C.S(Cl)(Cl)=O.[CH3:9][C:10]1[CH:30]=[CH:29][C:28]([CH3:31])=[CH:27][C:11]=1[O:12][CH2:13][C:14]1[CH:19]=[CH:18][CH:17]=[CH:16][C:15]=1[C:20](=[N:24][O:25][CH3:26])[C:21]([OH:23])=O.O[N:33]=[C:34]([NH2:37])[CH2:35][CH3:36]>CCOCC.N1C=CC=CC=1.CN(C)C=O>[CH3:26][O:25][N:24]=[C:20]([C:21]1[O:23][N:37]=[C:34]([CH2:35][CH3:36])[N:33]=1)[C:15]1[CH:16]=[CH:17][CH:18]=[CH:19][C:14]=1[CH2:13][O:12][C:11]1[CH:27]=[C:28]([CH3:31])[CH:29]=[CH:30][C:10]=1[CH3:9]. Procedure: Dichloroethane (5 ml), thionyl chloride (0.65 g, 5.5 mmol) and dimethylformamide (0.05 ml) were added to 2-(2,5-dimethylphenoxymethyl)-α-methoxyiminophenylacetic acid (1.57 g, 5 mmol), and the mixture was stirred under reflux for 2 hours. After completion of the reaction, the mixture was concentrated under reduced pressure, pyridine (3 ml) and 1-hydroxyimino-l-propylamine (0.88 g, 10 mmol) were added to the residue, and the mixture was stirred under reflux for 0.5 hours. After completion of the ...